This data is from the Open Reaction Database (ORD), a public repository of structured organic reaction records. The task is: describe an organic reaction: reactants, conditions, products, and yield Reactants: NC=1C(N(C(N(C1N)CCC)=O)CCC)=O (5,6-diamino-1,3-dipropyluracil), C(CC)OC1=CC=C(C=CC(=O)O)C=C1 (4-propoxycinnamic acid). Yields the product C(CC)OC1=CC=C(/C=C/C2=NC=3N(C(N(C(C3N2)=O)CCC)=O)CCC)C=C1 ((E)- 8-(4-Propoxystyryl)-1,3-dipropylxanthine). The yield is 32.4%. RXN SMILES: [NH2:1][C:2]1[C:3](=[O:16])[N:4]([CH2:13][CH2:14][CH3:15])[C:5](=[O:12])[N:6]([CH2:9][CH2:10][CH3:11])[C:7]=1[NH2:8].[CH2:17]([O:20][C:21]1[CH:31]=[CH:30][C:24]([CH:25]=[CH:26][C:27](O)=O)=[CH:23][CH:22]=1)[CH2:18][CH3:19]>>[CH2:17]([O:20][C:21]1[CH:22]=[CH:23][C:24](/[CH:25]=[CH:26]/[C:27]2[NH:1][C:2]3[C:3](=[O:16])[N:4]([CH2:13][CH2:14][CH3:15])[C:5](=[O:12])[N:6]([CH2:9][CH2:10][CH3:11])[C:7]=3[N:8]=2)=[CH:30][CH:31]=1)[CH2:18][CH3:19]. Procedure details: Substantially the same procedure as in Reference Example 1 was repeated using 3.0 g (13.3 mmol) of 5,6-diamino-1,3-dipropyluracil and 3.01 g (14.6 mmol) of 4-propoxycinnamic acid. Then, the resultant crude crystals were recrystallized from dioxane/water to give 1.71 g (yield 33%) of Compound 49 as pale brown needles. Starting materials: Cl (HCl), [H-].[Na+] (sodium hydride), OC(C)C1=C(SC(=C1)S(=O)(=O)C1=CC=C(C=C1)OC)S(=O)(=O)N (1-hydroxyethyl-5-(4-methoxyphenylsulfonyl)thiophene-2-sulfonamide), C(C)S (Ethanethiol), [H-].[Na+] (NaH), oil, CN(C=O)C (dimethylformamide). Run at temperature 80 celsius. Yields the product OC(C)C=1C=C(SC1S(=O)(=O)C1=CC=C(C=C1)O)S(=O)(=O)N (4-(1-hydroxyethyl)-5-(4-hydroxyphenylsulfonyl)thiophene-2-sulfonamide). Isolated yield 87.0%. Reaction SMILES: [CH2:1](S)[CH3:2].[H-].[Na+].OC([C:9]1[CH:13]=[C:12]([S:14]([C:17]2[CH:22]=[CH:21][C:20]([O:23]C)=[CH:19][CH:18]=2)(=[O:16])=[O:15])[S:11][C:10]=1[S:25]([NH2:28])(=[O:27])=[O:26])C.Cl.CN(C)C=[O:33]>>[OH:33][CH:1]([C:13]1[CH:9]=[C:10]([S:25]([NH2:28])(=[O:27])=[O:26])[S:11][C:12]=1[S:14]([C:17]1[CH:22]=[CH:21][C:20]([OH:23])=[CH:19][CH:18]=1)(=[O:16])=[O:15])[CH3:2] |f:1.2|. Procedure: Ethanethiol (2.1 ml, 0.028 mol) was added dropwise over a 10 minute period to a stirred suspension of 60% NaH in mineral oil (1.4 g, 0.035 mol) in dimethylformamide (50 ml) at ice bath temperature under a nitrogen atmosphere. After the sodium hydride had reacted, 4-(1-hydroxyethyl-5-(4-methoxyphenylsulfonyl)thiophene-2-sulfonamide (2.64 g, 0.007 mol) was added to the solution and the solution was heated in an oil bath at 80° C. for 31/2 hours. The solution was cooled to ice bath temperature and ... Starting materials: [BH4-], CO, COC(=O)CCC(=O)c1ccc(Cl)cc1, [Na+]. The product is COC(=O)CCC(O)c1ccc(Cl)cc1. As a reaction SMILES: [BH4-:1].[CH3:18][OH:19].[Cl:3][c:4]1[cH:5][cH:6][c:7]([C:8](=[O:9])[CH2:10][CH2:11][C:12](=[O:13])[O:14][CH3:15])[cH:16][cH:17]1.[Na+:2]>>[Cl:3][c:4]1[cH:5][cH:6][c:7]([CH:8]([OH:9])[CH2:10][CH2:11][C:12](=[O:13])[O:14][CH3:15])[cH:16][cH:17]1. Reaction SMILES: [F:1][C:2]1[CH:3]=[C:4]2[C:8](=[CH:9][C:10]=1[F:11])[NH:7][C:6]([C:12]1[CH:13]=[CH:14][C:15]([O:19][CH3:20])=[C:16]([NH2:18])[CH:17]=1)=[CH:5]2.[C:21]([C:24]1[CH:25]=[C:26]([N:30]=[C:31]=[S:32])[CH:27]=[CH:28][CH:29]=1)([OH:23])=[O:22].C(OCC)(=O)C>O1CCCC1>[F:1][C:2]1[CH:3]=[C:4]2[C:8](=[CH:9][C:10]=1[F:11])[NH:7][C:6]([C:12]1[CH:13]=[CH:14][C:15]([O:19][CH3:20])=[C:16]([NH:18][C:31](=[S:32])[NH:30][C:26]3[CH:25]=[C:24]([CH:29]=[CH:28][CH:27]=3)[C:21]([OH:23])=[O:22])[CH:17]=1)=[CH:5]2. Run in O1CCCC1 (tetrahydrofuran). Yields the product FC=1C=C2C=C(NC2=CC1F)C=1C=CC(=C(C1)NC(NC=1C=C(C(=O)O)C=CC1)=S)OC (3-{3-[5-(5,6-Difluoro-1H-indol-2-yl)-2-methoxy-phenyl]-thioureido}-benzoic acid). Procedure details: The product from Example 3, 5-(5,6-difluoro-1H-indol-2-yl)-2-methoxy-phenylamine, (0.274 g, 1.0 mmol) was mixed with 3-carboxyphenyl isothiocyanate (0.185 g, 1.0 mmol) in tetrahydrofuran (10 mL) and was heated briefly to 50° C. and then allowed to stand overnight at room temperature. The tetrahydrofuran was boiled off on the rotary evaporator (no vacuum) to give a solid. Ethyl acetate (10 mL) was added, and the mixture was allowed to stand overnight at room temperature. The insoluble material wa... Conditions: temperature 50 celsius, time 8 hour. Starting materials: C(C)(=O)OCC (Ethyl acetate), FC=1C=C2C=C(NC2=CC1F)C=1C=CC(=C(C1)N)OC (5-(5,6-Difluoro-1H-indol-2-yl)-2-methoxy-phenylamine), FC=1C=C2C=C(NC2=CC1F)C=1C=CC(=C(C1)N)OC (5-(5,6-difluoro-1H-indol-2-yl)-2-methoxy-phenylamine), C(=O)(O)C=1C=C(C=CC1)N=C=S (3-carboxyphenyl isothiocyanate). The reactants are C1(=CC=CC=C1)C1=NC(=CC=C1C(=O)OCC)C1=CC=CC=C1 (Ethyl 2,6-diphenyl-3-pyridinecarboxylate), C(C1=CC=CC=C1)(=O)C(C(=O)OCC)CCC(C1=CC=CC=C1)=O (Ethyl 2-benzoyl-5-oxo-5-phenylvalerate), O=C(CCC(C(=O)OCC)C(C1=C(C=CC=C1)Cl)=O)CCCCCCC (Ethyl 5-oxo-2-(2-chlorobenzoyl)laurate), C(C)(=O)[O-].[NH4+] (ammonium acetate), ferric chloride hexahydrate. Solvent: C(C)(=O)O (acetic acid). The product is ClC1=C(C=CC=C1)C1=NC(=CC=C1C(=O)O)CCCCCCC (2-(2-Chlorophenyl)-6-n-heptyl-3-pyridinecarboxylic acid). The yield is 70.6%. Reaction SMILES: O=[C:2]([CH2:20][CH2:21][CH2:22][CH2:23][CH2:24][CH2:25][CH3:26])[CH2:3][CH2:4][CH:5]([C:11](=O)[C:12]1[CH:17]=[CH:16][CH:15]=[CH:14][C:13]=1[Cl:18])[C:6]([O:8]CC)=[O:7].C([O-])(=O)C.[NH4+].C1(C2C(C(OCC)=O)=CC=C(C3C=CC=CC=3)[N:39]=2)C=CC=CC=1.C(C(CCC(=O)C1C=CC=CC=1)C(OCC)=O)(=O)C1C=CC=CC=1>C(O)(=O)C>[Cl:18][C:13]1[CH:14]=[CH:15][CH:16]=[CH:17][C:12]=1[C:11]1[C:5]([C:6]([OH:8])=[O:7])=[CH:4][CH:3]=[C:2]([CH2:20][CH2:21][CH2:22][CH2:23][CH2:24][CH2:25][CH3:26])[N:39]=1 |f:1.2|. Procedure details: A mixture of 0.90 g of compound I, 2.73 g of ammonium acetate and 2.80 g of ferric chloride hexahydrate in 20 cc of acetic acid was heated under reflux for 8 hours. Thereafter, 0.60 g of compound J was obtained in the same manner as in the production of compound H from compound G, Yield: 70.6%. The reactants are C#CCO, CCNCC, [Cu]I, FC(F)(F)c1cc(I)cc(C(F)(F)F)c1. Product: OCC#Cc1cc(C(F)(F)F)cc(C(F)(F)F)c1. Reaction SMILES: [CH2:16]([C:17]#[CH:18])[OH:19].[CH2:20]([NH:21][CH2:22][CH3:23])[CH3:24].[Cu:25][I:26].[F:1][C:2]([c:3]1[cH:4][c:5]([I:13])[cH:6][c:7]([C:9]([F:10])([F:11])[F:12])[cH:8]1)([F:14])[F:15]>>[F:1][C:2]([c:3]1[cH:4][c:5]([C:18]#[C:17][CH2:16][OH:19])[cH:6][c:7]([C:9]([F:10])([F:11])[F:12])[cH:8]1)([F:14])[F:15].